From a dataset of the Open Reaction Database (ORD), a public repository of structured organic reaction records. describe an organic reaction: reactants, conditions, products, and yield The reactants are NCC[C@@H](C)N1CCC(CC1)N(C=1C=NC(=CC1)C(F)(F)F)CC=1C=NC=CC1C ([1-((R)-3-Amino-1-methyl-propyl)-piperidin-4-yl]-(4-methyl-pyridin-3-ylmethyl)-(6-trifluoromethyl-pyridin-3-yl)-amine), Cl.ClC1=NC(=C(C(=O)O)C(=C1)C)C (6-chloro-2,4-dimethyl-nicotinic acid hydrochloride salt), CCN(C(C)C)C(C)C (DIPEA), CCN=C=NCCCN(C)C (EDCI), C=1C=CC2=C(C1)N=NN2O (HOBT). The solvent is CN(C)C=O (DMF). Run at time 16 hour. The product is ClC1=NC(=C(C(=O)NCC[C@@H](C)N2CCC(CC2)N(C=2C=NC(=CC2)C(F)(F)F)CC=2C=NC=CC2C)C(=C1)C)C (6-chloro-2,4-dimethyl-N-((R)-3-{4-[(4-methyl-pyridin-3-ylmethyl)-(6-trifluoromethyl-pyridin-3-yl)-amino]-piperidin-1-yl}-butyl)-nicotinamide). Yield: 61.0%. Reaction SMILES: [NH2:1][CH2:2][CH2:3][C@H:4]([N:6]1[CH2:11][CH2:10][CH:9]([N:12]([CH2:23][C:24]2[CH:25]=[N:26][CH:27]=[CH:28][C:29]=2[CH3:30])[C:13]2[CH:14]=[N:15][C:16]([C:19]([F:22])([F:21])[F:20])=[CH:17][CH:18]=2)[CH2:8][CH2:7]1)[CH3:5].CCN=C=NCCCN(C)C.C1C=CC2N(O)N=NC=2C=1.Cl.[Cl:53][C:54]1[CH:62]=[C:61]([CH3:63])[C:57]([C:58](O)=[O:59])=[C:56]([CH3:64])[N:55]=1.CCN(C(C)C)C(C)C>CN(C=O)C>[Cl:53][C:54]1[CH:62]=[C:61]([CH3:63])[C:57]([C:58]([NH:1][CH2:2][CH2:3][C@H:4]([N:6]2[CH2:11][CH2:10][CH:9]([N:12]([CH2:23][C:24]3[CH:25]=[N:26][CH:27]=[CH:28][C:29]=3[CH3:30])[C:13]3[CH:14]=[N:15][C:16]([C:19]([F:22])([F:21])[F:20])=[CH:17][CH:18]=3)[CH2:8][CH2:7]2)[CH3:5])=[O:59])=[C:56]([CH3:64])[N:55]=1 |f:3.4|. Reported procedure: [1-((R)-3-Amino-1-methyl-propyl)-piperidin-4-yl]-(4-methyl-pyridin-3-ylmethyl)-(6-trifluoromethyl-pyridin-3-yl)-amine (72.9 mg, 0.17 mmol), EDCI (36.4 mg, 0.19 mmol) and HOBT (25.7 mg, 0.19 mmol) were combined in DMF (5 mL) to give a pale yellow solution. To this solution was added 6-chloro-2,4-dimethyl-nicotinic acid hydrochloride salt (42.2 mg, 0.19 mmol) followed by DIPEA (66.3 μL, 0.38 mmol) and the resulting mixture was stirred at room temperature for 16 h. Standard workup according to Gene... Starting materials: BrC=1C=2C3=C(C(NC2C=CC1OC)=O)SC=C3 (9-bromo-8-methoxythieno[2,3-c]quinolin-4(5H)-one), CN(C(C)C1=CC=C(C=C1)B(O)O)C (4-[1-(dimethylamino)ethyl]phenylboronic acid). Product: CN(C(C)C1=CC=C(C=C1)C=1C=2C3=C(C(NC2C=CC1OC)=O)SC=C3)C (9-{4-[1-(Dimethylamino)ethyl]-phenyl}-8-methoxythieno[2,3-c]quinolin-4(5H)-one). The yield is 60.5%. RXN SMILES: Br[C:2]1[C:3]2[C:4]3[CH:17]=[CH:16][S:15][C:5]=3[C:6](=[O:14])[NH:7][C:8]=2[CH:9]=[CH:10][C:11]=1[O:12][CH3:13].[CH3:18][N:19]([CH3:31])[CH:20]([C:22]1[CH:27]=[CH:26][C:25](B(O)O)=[CH:24][CH:23]=1)[CH3:21]>>[CH3:31][N:19]([CH3:18])[CH:20]([C:22]1[CH:27]=[CH:26][C:25]([C:2]2[C:3]3[C:4]4[CH:17]=[CH:16][S:15][C:5]=4[C:6](=[O:14])[NH:7][C:8]=3[CH:9]=[CH:10][C:11]=2[O:12][CH3:13])=[CH:24][CH:23]=1)[CH3:21]. Procedure: Following General Procedure B, 9-bromo-8-methoxythieno[2,3-c]quinolin-4(5H)-one (1.5 g, 4.8 mmol) was reacted with 4-[1-(dimethylamino)ethyl]phenylboronic acid (1.5 g, 6.3 mmol) to afford the desired product (1.1 g, 58%) as a white solid: ESI MS m/z 379 [C22H22N2O2S+H]+. Starting materials: CCC(CC)COC(C1=CC=CC=C1)(C2=CC=CC=C2)C(=O)N(C)CC[NH+](C)C.[Cl-] (X-100), C(CO)(=O)O (glycolic acid), C(CN)N (ethylenediamine), C(C(C)C)(=O)O (isobutyric acid), flavin mononucleotide, GS115-MSP10. Solvent: aqueous solution. Conditions: temperature 5 celsius, time 6 hour. The product is C(C=O)(=O)[O-] (glyoxylate), C(=O)[O-] (formate), C(C(=O)[O-])(=O)[O-] (oxalate). RXN SMILES: [C:1]([OH:5])(=[O:4])[CH2:2][OH:3].C(N)CN.[C:10]([OH:15])(=[O:14])C(C)C.CCC(C[O:22]C(C(N(CC[NH+](C)C)C)=O)(C1C=CC=CC=1)C1C=CC=CC=1)CC.[Cl-]>>[C:1]([O-:5])(=[O:4])[CH:2]=[O:3].[CH:10]([O-:15])=[O:14].[C:2]([O-:22])(=[O:3])[C:1]([O-:5])=[O:4] |f:3.4|. Reported procedure: Into a 3 oz. Fischer-Porter glass aerosol reaction vessel was placed a magnetic stirring bar and 10 mL of an aqueous solution containing glycolic acid (0.750M), ethylenediamine (0.863M), isobutyric acid (0.100M, HPLC internal standard), and flavin mononucleotide (0.01 mM) at pH 9.0, and the solution cooled to 5° C. To the vessel was then added 0.75 g of Pichia pastoris transformant strain GS115-MSP10 (31 IU glycolate oxidase and 38,100 IU catalase) which had been permeabilized by treatment with ...